This data is from the Open Reaction Database (ORD), a public repository of structured organic reaction records. The task is: describe an organic reaction: reactants, conditions, products, and yield Starting materials: Cc1ccccc1, CC(C)(C)OC(=O)CNC(=O)C1=C(O)c2cc(-c3cccnc3)ccc2C(C)(C)C1=O. The product is CC1(C)C(=O)C(C(=O)NCC(=O)O)=C(O)c2cc(-c3cccnc3)ccc21. RXN SMILES: [CH3:32][c:33]1[cH:34][cH:35][cH:36][cH:37][cH:38]1.[OH:1][C:2]1=[C:3]([C:21](=[O:22])[NH:23][CH2:24][C:25](=[O:26])[O:27][C:28]([CH3:29])([CH3:30])[CH3:31])[C:4](=[O:20])[C:5]([CH3:18])([CH3:19])[c:6]2[cH:7][cH:8][c:9](-[c:12]3[cH:13][n:14][cH:15][cH:16][cH:17]3)[cH:10][c:11]21>>[OH:1][C:2]1=[C:3]([C:21](=[O:22])[NH:23][CH2:24][C:25](=[O:26])[OH:27])[C:4](=[O:20])[C:5]([CH3:18])([CH3:19])[c:6]2[cH:7][cH:8][c:9](-[c:12]3[cH:13][n:14][cH:15][cH:16][cH:17]3)[cH:10][c:11]21. Reactants: C(C)C(CC)NC=1C(=CC(=C(C1[N+](=O)[O-])C)CC#N)[N+](=O)[O-] ({5-[(1-ethylpropyl)amino]-4,6-dinitro-o-tolyl}acetonitrile), [OH-].[K+] (potassium hydroxide). Solvent: C(C)(C)(C)O (t-butanol), C(C)(C)(C)O (t-butanol), salt. Yields the product C(C)C(CC)NC=1C(=CC(=C(C1[N+](=O)[O-])C)CC(=O)N)[N+](=O)[O-] ({5-[(1-Ethylpropyl)amino]-4,6-dinitro-o-tolyl}acetamide). The yield is 55.1%. RXN SMILES: [CH2:1]([CH:3]([NH:6][C:7]1[C:8]([N+:20]([O-:22])=[O:21])=[CH:9][C:10]([CH2:17][C:18]#[N:19])=[C:11]([CH3:16])[C:12]=1[N+:13]([O-:15])=[O:14])[CH2:4][CH3:5])[CH3:2].[OH-:23].[K+]>C(O)(C)(C)C>[CH2:1]([CH:3]([NH:6][C:7]1[C:8]([N+:20]([O-:22])=[O:21])=[CH:9][C:10]([CH2:17][C:18]([NH2:19])=[O:23])=[C:11]([CH3:16])[C:12]=1[N+:13]([O-:15])=[O:14])[CH2:4][CH3:5])[CH3:2] |f:1.2|. Procedure: A sample of {5-[(1-ethylpropyl)amino]-4,6-dinitro-o-tolyl}acetonitrile (4.25 g; 0.014 mol) is added to warm t-butanol (40°-45° C.; 50 ml) followed by finely powdered potassium hydroxide (9.0 g; 0.16 mol). Additional t-butanol (20 ml) is added, and the reaction mixture heated at the reflux overnight. The reaction mixture is then cooled, diluted with 200 ml salt solution, and filtered to give 2.5 g (55%) of an orange solid, melting point 192°-194° C. A sample is recrystallized from methanol for an... Starting materials: CCO, Cl, Cl, Cc1ccc(F)cc1C1CC(=O)c2c(C)cnnc2C1, N=C(N)NN. Yields the product Cl, Cc1ccc(F)cc1C1CC(=NNC(=N)N)c2c(C)cnnc2C1. As a reaction SMILES: [CH3:28][CH2:29][OH:30].[ClH:21].[ClH:27].[F:1][c:2]1[cH:3][cH:4][c:5]([CH3:20])[c:6]([CH:8]2[CH2:9][C:10](=[O:19])[c:11]3[c:12]([CH3:18])[cH:13][n:14][n:15][c:16]3[CH2:17]2)[cH:7]1.[NH2:22][NH:23][C:24](=[NH:25])[NH2:26]>>[ClH:21].[F:1][c:2]1[cH:3][cH:4][c:5]([CH3:20])[c:6]([CH:8]2[CH2:9][C:10](=[N:22][NH:23][C:24](=[NH:25])[NH2:26])[c:11]3[c:12]([CH3:18])[cH:13][n:14][n:15][c:16]3[CH2:17]2)[cH:7]1. Reactants: C(=O)(O)C12CCC(CC1)(CC2)NCC(=O)N2[C@@H](C[C@@H](C2)F)C#N ((2S,4S)-1-[[N-(4-carboxybicyclo[2.2.2]oct-1-yl)amino]acetyl]-4-fluoropyrrolidine-2-carbonitrile), S1C(=NC2=C1C=CC=C2)C2=CC=C(N)C=C2 (4-(benzothiazol-2-yl)aniline). Yields the product S1C(=NC2=C1C=CC=C2)C2=CC=C(C=C2)NC(=O)C21CCC(CC2)(CC1)NCC(=O)N1[C@@H](C[C@@H](C1)F)C#N ((2S,4S)-1-[[N-[4-[N-[4-(benzothiazol-2-yl)phenyl]amino]carbonylbicyclo[2.2.2]oct-1-yl]amino]acetyl]-4-fluoropyrrolidine-2-carbonitrile). Isolated yield 12.7%. Reaction SMILES: [C:1]([C:4]12[CH2:11][CH2:10][C:7]([NH:12][CH2:13][C:14]([N:16]3[CH2:20][C@@H:19]([F:21])[CH2:18][C@H:17]3[C:22]#[N:23])=[O:15])([CH2:8][CH2:9]1)[CH2:6][CH2:5]2)([OH:3])=O.[S:24]1[C:28]2[CH:29]=[CH:30][CH:31]=[CH:32][C:27]=2[N:26]=[C:25]1[C:33]1[CH:39]=[CH:38][C:36]([NH2:37])=[CH:35][CH:34]=1>>[S:24]1[C:28]2[CH:29]=[CH:30][CH:31]=[CH:32][C:27]=2[N:26]=[C:25]1[C:33]1[CH:39]=[CH:38][C:36]([NH:37][C:1]([C:4]23[CH2:5][CH2:6][C:7]([NH:12][CH2:13][C:14]([N:16]4[CH2:20][C@@H:19]([F:21])[CH2:18][C@H:17]4[C:22]#[N:23])=[O:15])([CH2:10][CH2:11]2)[CH2:8][CH2:9]3)=[O:3])=[CH:35][CH:34]=1. Procedure details: In a similar manner to Example 63, (2S,4S)-1-[[N-(4-carboxybicyclo[2.2.2]oct-1-yl)amino]acetyl]-4-fluoropyrrolidine-2-carbonitrile (50.0 mg) and 4-(benzothiazol-2-yl)aniline (51.0 mg) were used to obtain (2S,4S)-1-[[N-[4-[N-[4-(benzothiazol-2-yl)phenyl]amino]carbonylbicyclo[2.2.2]oct-1-yl]amino]acetyl]-4-fluoropyrrolidine-2-carbonitrile (10.4 mg). Reactants: ClC1=NC2=CC(=C(C=C2C=C1C(=O)C(C(=O)OCC)=CN(C)C)F)Cl (ethyl 2-(2,7-dichloro-6-fluoroquinoline-3-carbonyl)-3-dimethylaminoacrylate), C1(CC1)N (cyclopropylamine). Run in ClC(Cl)Cl (trichloromethane). Yields the product C1CCC2=NCCCN2CC1 (DBU). Yield: 122.8%. As a reaction SMILES: Cl[C:2]1[C:11](C(C(=CN(C)C)C(OCC)=O)=O)=[CH:10][C:9]2[C:4](=[CH:5][C:6](Cl)=[C:7](F)[CH:8]=2)[N:3]=1.C1([NH2:29])CC1>ClC(Cl)Cl>[CH2:10]1[CH2:11][CH2:2][N:3]2[C:7](=[N:29][CH2:6][CH2:5][CH2:4]2)[CH2:8][CH2:9]1. Procedure: A solution of 20.6 g of ethyl 2-(2,7-dichloro-6-fluoroquinoline-3-carbonyl)-3-dimethylaminoacrylate and 6 g of cyclopropylamine in 100 cm3 of trichloromethane is stirred at a temperature close to 20° C. for 24 hours. The reaction mixture is concentrated under reduced pressure (20 kPa) at 50° C. The residue is taken up in 180 cm3 of ethanol and 10 g of DBU and the solution obtained is heated at a temperature close to 78° C. for 4 hours. After cooling to a temperature close to 20° C., the precipit...